Dataset: the Open Reaction Database (ORD), a public repository of structured organic reaction records. Task: describe an organic reaction: reactants, conditions, products, and yield The reactants are C1(CCCC1)NC=1C(=C(C(=O)OC)C=C(C1)C(F)(F)F)C (methyl 3-(cyclopentylamino)-2-methyl-5-(trifluoromethyl)benzoate), C([O-])([O-])=O.[Cs+].[Cs+] (cesium carbonate), CI (methyl iodide). Solvent: C(C)#N (acetonitrile). Reaction conditions: temperature 80 celsius. Yields the product C1(CCCC1)N(C=1C(=C(C(=O)OC)C=C(C1)C(F)(F)F)C)C (methyl 3-(cyclopentyl(methyl)amino)-2-methyl-5-(trifluoromethyl)benzoate). Reaction SMILES: [CH:1]1([NH:6][C:7]2[C:8]([CH3:21])=[C:9]([CH:14]=[C:15]([C:17]([F:20])([F:19])[F:18])[CH:16]=2)[C:10]([O:12][CH3:13])=[O:11])[CH2:5][CH2:4][CH2:3][CH2:2]1.[C:22](=O)([O-])[O-].[Cs+].[Cs+].CI>C(#N)C>[CH:1]1([N:6]([CH3:22])[C:7]2[C:8]([CH3:21])=[C:9]([CH:14]=[C:15]([C:17]([F:18])([F:19])[F:20])[CH:16]=2)[C:10]([O:12][CH3:13])=[O:11])[CH2:2][CH2:3][CH2:4][CH2:5]1 |f:1.2.3|. Procedure: To a stirred solution of methyl 3-(cyclopentylamino)-2-methyl-5-(trifluoromethyl)benzoate (1.6 g, 5.38 mmol) in acetonitrile (25 mL) was added cesium carbonate (3.5 g, 10.7 mmol) and methyl iodide (3.8 g, 26.8 mmol). The mixture was heated at 80° C. for 8 h. On completion, the reaction was cooled to room temperature and filtered. The residue was washed with ethyl acetate and the filtrate was concentrated to give methyl 3-(cyclopentyl(methyl)amino)-2-methyl-5-(trifluoromethyl)benzoate. The reactants are NC1=C(C=C(C=2N=C(SC21)C)Cl)F (7-amino-4-chloro-6-fluoro-2-methylbenzothiazole), O=C(OC(Cl)(Cl)Cl)Cl (diphosgene). Solvent: C1(=CC=CC=C1)C (toluene). The product is ClC1=CC(=C(C2=C1N=C(S2)C)N=C=O)F (4-Chloro-6-fluoro-7-isocyanato-2-methylbenzothiazole). RXN SMILES: [NH2:1][C:2]1[C:10]2[S:9][C:8]([CH3:11])=[N:7][C:6]=2[C:5]([Cl:12])=[CH:4][C:3]=1[F:13].[O:14]=[C:15](Cl)OC(Cl)(Cl)Cl>C1(C)C=CC=CC=1>[Cl:12][C:5]1[C:6]2[N:7]=[C:8]([CH3:11])[S:9][C:10]=2[C:2]([N:1]=[C:15]=[O:14])=[C:3]([F:13])[CH:4]=1. Procedure details: A solution of 3.2 g (15 mmol) of 7-amino-4-chloro-6-fluoro-2-methylbenzothiazole and 15 g (76 mmol) of diphosgene in 150 ml of toluene was refluxed for 6 hours. The crude product obtained after evaporation was converted directly into active ingredient I.15.